Dataset: the Open Reaction Database (ORD), a public repository of structured organic reaction records. Task: describe an organic reaction: reactants, conditions, products, and yield Reactants: CC(=O)C1c2ccccc2CCc2ccccc21, COC[Mg+], [Cl-], [Cl-], [NH4+], C1CCOC1. Yields the product COCC(C)=C1c2ccccc2CCc2ccccc21. As a reaction SMILES: [C:6]([CH3:7])(=[O:8])[CH:9]1[c:10]2[c:11]([cH:20][cH:21][cH:22][cH:23]2)[CH2:12][CH2:13][c:14]2[c:15]1[cH:16][cH:17][cH:18][cH:19]2.[CH3:2][O:3][CH2:4][Mg+:5].[Cl-:1].[Cl-:24].[NH4+:25].[O:26]1[CH2:27][CH2:28][CH2:29][CH2:30]1>>[CH3:2][O:3][CH2:4][C:6]([CH3:7])=[C:9]1[c:10]2[c:11]([cH:20][cH:21][cH:22][cH:23]2)[CH2:12][CH2:13][c:14]2[c:15]1[cH:16][cH:17][cH:18][cH:19]2. Reactants: ClC1=CC=C(C=C1)C1=C(SC(=C1)F)CO ([3-(4-chlorophenyl)-5-fluorothiophen-2-yl]methanol), OC1=C(C(=C(C=C1)CCC(=O)OCC)C)C (ethyl 3-(4-hydroxy-2,3-dimethylphenyl)propanoate), FC1=CC(=C(S1)COC1=C(C(=C(C=C1)CCC(=O)OCC)C)C)C1=CC=C(C=C1)Cl (ethyl 3-(4-((5-fluoro-3-(4-chlorophenyl)thiophen-2-yl)methoxy)-2,3-dimethylphenyl)propanoate). Yields the product ClC1=CC=C(C=C1)C1=C(SC(=C1)F)COC1=C(C(=C(C=C1)CCC(=O)O)C)C (3-(4-((3-(4-chlorophenyl)-5-fluorothiophen-2-yl)methoxy)-2,3-dimethylphenyl)propanoic acid). RXN SMILES: ClC1C=CC(C2C=C(F)SC=2CO)=CC=1.OC1C=CC(CCC(OCC)=O)=C(C)C=1C.[F:32][C:33]1[S:37][C:36]([CH2:38][O:39][C:40]2[CH:45]=[CH:44][C:43]([CH2:46][CH2:47][C:48]([O:50]CC)=[O:49])=[C:42]([CH3:53])[C:41]=2[CH3:54])=[C:35]([C:55]2[CH:60]=[CH:59][C:58]([Cl:61])=[CH:57][CH:56]=2)[CH:34]=1>>[Cl:61][C:58]1[CH:59]=[CH:60][C:55]([C:35]2[CH:34]=[C:33]([F:32])[S:37][C:36]=2[CH2:38][O:39][C:40]2[CH:45]=[CH:44][C:43]([CH2:46][CH2:47][C:48]([OH:50])=[O:49])=[C:42]([CH3:53])[C:41]=2[CH3:54])=[CH:56][CH:57]=1. Reported procedure: The title compound was prepared according to the procedure described in Example 202 by coupling of [3-(4-chlorophenyl)-5-fluorothiophen-2-yl]methanol and ethyl 3-(4-hydroxy-2,3-dimethylphenyl)propanoate followed by hydrolysis of ethyl 3-(4-((5-fluoro-3-(4-chlorophenyl)thiophen-2-yl)methoxy)-2,3-dimethylphenyl)propanoate to afford the desired product as an off-white solid. 1H NMR (400 MHz, CDCl3) δ 7.38 (d, J=8.0 Hz, 2H), 7.30 (d, J=8.0 Hz, 2H), 6.95 (d, J=7.1 Hz, 1H), 6.62 (d, J=7.1 Hz, 1H), 6.5... The reactants are FC(C=1C=C(C=CC1)NC(=O)N1C2=C(CCCC1)C=C(C=C2)OC2=NC(=NC(=C2)Cl)N)(F)F (7-(2-amino-6-chloro-pyrimidin-4-yloxy)-2,3,4,5-tetrahydro-benzo[b]azepine-1-carboxylic acid (3-trifluoromethyl-phenyl)-amide), CCCCCC.CCOC(=O)C (hexane EtOAc). The reagents and catalysts are [Pd] (Pd/C). Solvent: CO (methanol). Yields the product FC(C=1C=C(C=CC1)NC(=O)N1C2=C(CCCC1)C=C(C=C2)OC2=NC(=NC=C2)N)(F)F (7-(2-Amino-pyrimidin-4-yloxy)-2,3,4,5-tetrahydro-benzo[b]azepine-1-carboxylic acid (3-trifluoromethyl-phenyl)-amide). Reaction SMILES: [F:1][C:2]([F:33])([F:32])[C:3]1[CH:4]=[C:5]([NH:9][C:10]([N:12]2[CH2:18][CH2:17][CH2:16][CH2:15][C:14]3[CH:19]=[C:20]([O:23][C:24]4[CH:29]=[C:28](Cl)[N:27]=[C:26]([NH2:31])[N:25]=4)[CH:21]=[CH:22][C:13]2=3)=[O:11])[CH:6]=[CH:7][CH:8]=1.CCCCCC.CCOC(C)=O>CO.[Pd]>[F:32][C:2]([F:1])([F:33])[C:3]1[CH:4]=[C:5]([NH:9][C:10]([N:12]2[CH2:18][CH2:17][CH2:16][CH2:15][C:14]3[CH:19]=[C:20]([O:23][C:24]4[CH:29]=[CH:28][N:27]=[C:26]([NH2:31])[N:25]=4)[CH:21]=[CH:22][C:13]2=3)=[O:11])[CH:6]=[CH:7][CH:8]=1 |f:1.2|. Reported procedure: Hydrogenation of 0.26 g (0.54 mMol) 7-(2-amino-6-chloro-pyrimidin-4-yloxy)-2,3,4,5-tetrahydro-benzo[b]azepine-1-carboxylic acid (3-trifluoromethyl-phenyl)-amide in 15 ml methanol in the presence of 70 mg Pd/C (Engelhard 4505), filtration and column chromatography (SiO2; hexane/EtOAc 3:2→2:3) of the filtrate gives the title compound: m.p.: 207° C.; MS: [M+1]+=444/480; Anal.: C,H,N,F. Starting materials: Cl (HCl), [Li+].[OH-] (LiOH), C(C)/C(/C(=O)OCC)=C\C=C\CC\C=C/C\C=C/C\C=C/C\C=C/CC (Ethyl (2E,4E,8Z,11Z,14Z,17Z)-2-ethyl-icosa-2,4,8,11,14,17-hexaenoate). The solvent is O (water), O (H2O), C(C)O (ethanol), O (water). Reaction conditions: time 15 hour. Yields the product C(C)/C(/C(=O)O)=C\C=C\CC\C=C/C\C=C/C\C=C/C\C=C/CC ((2E,4E,8Z,11Z,14Z,17Z)-2-ethyl-icosa-2,4,8,11,14,17-hexaenoic acid). The yield is 76.1%. Reaction SMILES: [CH2:1](/[C:3](=[CH:9]\[CH:10]=[CH:11]\[CH2:12][CH2:13]/[CH:14]=[CH:15]\[CH2:16]/[CH:17]=[CH:18]\[CH2:19]/[CH:20]=[CH:21]\[CH2:22]/[CH:23]=[CH:24]\[CH2:25][CH3:26])/[C:4]([O:6]CC)=[O:5])[CH3:2].[Li+].[OH-].Cl>C(O)C.O>[CH2:1](/[C:3](=[CH:9]\[CH:10]=[CH:11]\[CH2:12][CH2:13]/[CH:14]=[CH:15]\[CH2:16]/[CH:17]=[CH:18]\[CH2:19]/[CH:20]=[CH:21]\[CH2:22]/[CH:23]=[CH:24]\[CH2:25][CH3:26])/[C:4]([OH:6])=[O:5])[CH3:2] |f:1.2|. Procedure: Ethyl-(2E,4E,8Z,11Z,14Z,17Z)-2-ethyl-eicosa-2,4,8,11,14,17-hexaneoate (17) (0.040 g, 0.112 mmol) was dissolved in ethanol (4 mL) and added a solution of LiOH×H2O (0.038 g, 0.898 mmol) in water (1 mL). The mixture was stirred at ambient temperature for 15 hours, followed by five hours at 70° C. The mixture was cooled, added 1M HCl until pH=1 and diluted with water (2 mL). The mixture was extracted twice with heptane (10 mL) and the combined organic extracts were dried (Na2SO4). Purification by fl... Reactants: O=C([O-])[O-], Cl, COc1cc(F)ccc1[N+](=O)[O-], [K+], [K+], O=C1CCNCC1, CN(C)C=O, O. The product is COc1cc(N2CCC(=O)CC2)ccc1[N+](=O)[O-]. Reaction SMILES: [C:22](=[O:23])([O-:24])[O-:25].[ClH:2].[F:10][c:11]1[cH:12][c:13]([O:20][CH3:21])[c:14]([N+:17](=[O:18])[O-:19])[cH:15][cH:16]1.[K+:26].[K+:27].[NH:3]1[CH2:4][CH2:5][C:6](=[O:9])[CH2:7][CH2:8]1.[O:28]=[CH:29][N:30]([CH3:31])[CH3:32].[OH2:1]>>[N:3]1([c:11]2[cH:12][c:13]([O:20][CH3:21])[c:14]([N+:17](=[O:18])[O-:19])[cH:15][cH:16]2)[CH2:4][CH2:5][C:6](=[O:9])[CH2:7][CH2:8]1. Reactants: COC(C1=C(C(=C(C(=C1)OC)C)OC)OC1=C(C(=CC(=C1)OC)C)C=O)=O (2-(3-methyl-2-Formyl-5-methoxy-phenoxy)-3,5-dimethoxy-4-methyl-benzoic acid methyl ester), S(N)(O)(=O)=O (sulfamic acid), [O-]Cl=O.[Na+] (NaClO2). Run in O.C1CCOC1.CS(=O)C (H2O THF DMSO), O (H2O), CCOC(=O)C (EtOAc). Run at temperature 0 celsius, time 20 minute. Product: COC(C1=C(C(=C(C(=C1)OC)C)OC)OC1=C(C(=CC(=C1)OC)C)C(=O)O)=O (2-(3-methyl-2-carboxy-5-methoxy-phenoxy)-3,5-dimethoxy-4-methyl-benzoic acid methyl ester). Isolated yield 85.0%. Reaction SMILES: [CH3:1][O:2][C:3](=[O:27])[C:4]1[CH:9]=[C:8]([O:10][CH3:11])[C:7]([CH3:12])=[C:6]([O:13][CH3:14])[C:5]=1[O:15][C:16]1[CH:21]=[C:20]([O:22][CH3:23])[CH:19]=[C:18]([CH3:24])[C:17]=1[CH:25]=[O:26].S(=O)(=O)([OH:30])N.[O-]Cl=O.[Na+]>O.C1COCC1.CS(C)=O.O.CCOC(C)=O>[CH3:1][O:2][C:3](=[O:27])[C:4]1[CH:9]=[C:8]([O:10][CH3:11])[C:7]([CH3:12])=[C:6]([O:13][CH3:14])[C:5]=1[O:15][C:16]1[CH:21]=[C:20]([O:22][CH3:23])[CH:19]=[C:18]([CH3:24])[C:17]=1[C:25]([OH:30])=[O:26] |f:2.3,4.5.6|. Procedure: A solution of 2-(3-methyl-2-Formyl-5-methoxy-phenoxy)-3,5-dimethoxy-4-methyl-benzoic acid methyl ester (1 mmol) and sulfamic acid (3 mmol) in 7 mL of H2O:THF:DMSO (20:10:1) at 0° C. was treated with NaClO2 (3 mmol) in 1 mL of H2O. The reaction mixture was stirred for 20 min at 0° C. The reaction was diluted with EtOAc (30 mL), washed with saturated aqueous NH4Cl (2×15 mL) and saturated brine, and dried (Na2SO4). Evaporation of the solvents under reduced pressure and further purification by colum...